From a dataset of the Open Reaction Database (ORD), a public repository of structured organic reaction records. describe an organic reaction: reactants, conditions, products, and yield Reactants: Cc1ccc(S(=O)(=O)O)cc1, CCOC(C)=O, CO, O=C(O)C1(c2ccccc2)CC1. Yields the product COC(=O)C1(c2ccccc2)CC1. As a reaction SMILES: [CH3:13][c:14]1[cH:15][cH:16][c:17]([S:18]([OH:19])(=[O:20])=[O:21])[cH:22][cH:23]1.[CH3:24][CH2:25][O:26][C:27]([CH3:28])=[O:29].[CH3:30][OH:31].[c:1]1([C:7]2([C:10](=[O:11])[OH:12])[CH2:8][CH2:9]2)[cH:2][cH:3][cH:4][cH:5][cH:6]1>>[c:1]1([C:7]2([C:10](=[O:11])[O:12][CH3:13])[CH2:8][CH2:9]2)[cH:2][cH:3][cH:4][cH:5][cH:6]1. Conditions: temperature 80 celsius. The yield is 81.0%. Product: OCCC1C(=O)OCC1 (2-(2-hydroxyethyl)-γ-butyrolactone). Starting materials: C(CC(=O)C)(=O)OC (methyl acetoacetate), C1CO1 (ethylene oxide), [Na+].[Cl-] (NaCl), CO (methanol). Procedure details: A mixture of 58 g of methyl acetoacetate, 44 g of ethylene oxide, 3 g of NaCl and 70 ml of methanol was heated in an autoclave under autogenous pressure for 12 hours at 80° C. Thereafter, the methanol was distilled off, the residue was taken up with water, and the solution was washed with a little chloroform and distilled. 52.6 g of 2-(2-hydroxyethyl)-γ-butyrolactone were obtained, corresponding to a yield of 81% of theory. RXN SMILES: [C:1](OC)(=[O:6])[CH2:2][C:3]([CH3:5])=O.[CH2:9]1[O:11][CH2:10]1.[Na+].[Cl-].C[OH:15]>>[OH:6][CH2:1][CH2:2][CH:3]1[CH2:5][CH2:10][O:11][C:9]1=[O:15] |f:2.3|. Run in ClCCl (dichloromethane), ClCCl (dichloromethane). As a reaction SMILES: [C:1]1([C:7]2[C:8]3[C:13]([CH:14]=[C:15]4[C:20]=2[CH:19]=[CH:18][CH:17]=[CH:16]4)=[CH:12][CH:11]=[CH:10][CH:9]=3)[CH:6]=[CH:5][CH:4]=[CH:3][CH:2]=1.[Br:21]Br>ClCCl>[Br:21][C:14]1[C:13]2[C:8](=[CH:9][CH:10]=[CH:11][CH:12]=2)[C:7]([C:1]2[CH:2]=[CH:3][CH:4]=[CH:5][CH:6]=2)=[C:20]2[C:15]=1[CH:16]=[CH:17][CH:18]=[CH:19]2. The reactants are C1(=CC=CC=C1)C=1C2=CC=CC=C2C=C2C=CC=CC12 (9-phenylanthracene), ferric chloride, BrBr (bromine). Procedure details: To a solution of 9-phenylanthracene (10 grams) and ferric chloride (0.065 gram) in 100 milliliters of dichloromethane were added 6.70 grams of bromine in 30 milliliters of dichloromethane through an addition funnel at room temperature. The reaction mixture was stirred for 3 hours, and then washed with aqueous sodium thiosulfate and water. After removal of the solvents, the crude residue was recrystallized from ethanol to yield 12.5 grams of 10-bromo-9-phenylanthracene. The structure of this comp... Reaction conditions: time 3 hour. Product: BrC1=C2C=CC=CC2=C(C2=CC=CC=C12)C1=CC=CC=C1 (10-bromo-9-phenylanthracene). The yield is 95.4%. The reactants are CCOCC, O=S(=O)(c1ccc(CO)cc1)C(F)(F)F, BrP(Br)Br. Yields the product O=S(=O)(c1ccc(CBr)cc1)C(F)(F)F. RXN SMILES: [CH3:20][CH2:21][O:22][CH2:23][CH3:24].[F:1][C:2]([S:3](=[O:4])(=[O:5])[c:6]1[cH:7][cH:8][c:9]([CH2:12][OH:13])[cH:10][cH:11]1)([F:14])[F:15].[P:16]([Br:17])([Br:18])[Br:19]>>[F:1][C:2]([S:3](=[O:4])(=[O:5])[c:6]1[cH:7][cH:8][c:9]([CH2:12][Br:17])[cH:10][cH:11]1)([F:14])[F:15].